Dataset: the Open Reaction Database (ORD), a public repository of structured organic reaction records. Task: describe an organic reaction: reactants, conditions, products, and yield The reactants are CC(C)C[Al+]CC(C)C, CCCCCC, [Cl-], CON(C)C(=O)c1ccc(Cl)nc1, [H-], [Na+], C1CCOC1. Product: O=Cc1ccc(Cl)nc1. RXN SMILES: [CH2:15]([Al+:16][CH2:17][CH:18]([CH3:19])[CH3:20])[CH:21]([CH3:22])[CH3:23].[CH3:24][CH2:25][CH2:26][CH2:27][CH2:28][CH3:29].[Cl-:30].[Cl:1][c:2]1[n:3][cH:4][c:5]([C:6](=[O:7])[N:8]([O:9][CH3:10])[CH3:11])[cH:12][cH:13]1.[H-:14].[Na+:31].[O:32]1[CH2:33][CH2:34][CH2:35][CH2:36]1>>[Cl:1][c:2]1[n:3][cH:4][c:5]([CH:6]=[O:7])[cH:12][cH:13]1. Reactants: C(C)(C)(C)OC(=O)N1CCN(CC1)C1=CC=CC=2N(CC(OC21)(C)C)S(=O)(=O)C2=C(C=CC=C2)F (4-[4-(2-Fluoro-benzenesulfonyl)-2,2-dimethyl-3,4-dihydro-2H-benzo[1,4]oxazin-8-yl]-piperazine-1-carboxylic acid tert-butyl ester), Cl (hydrochloric acid). Run in C(C)O (ethanol). Run at temperature 100 celsius. Yields the product FC1=C(C=CC=C1)S(=O)(=O)N1CC(OC2=C1C=CC=C2N2CCNCC2)(C)C (4-(2-fluoro-benzenesulfonyl)-2,2-dimethyl-8-piperazin-1-yl-3,4-dihydro-2H-benzo[1,4]oxazine). Yield: 42.4%. Reaction SMILES: C(OC([N:8]1[CH2:13][CH2:12][N:11]([C:14]2[C:23]3[O:22][C:21]([CH3:25])([CH3:24])[CH2:20][N:19]([S:26]([C:29]4[CH:34]=[CH:33][CH:32]=[CH:31][C:30]=4[F:35])(=[O:28])=[O:27])[C:18]=3[CH:17]=[CH:16][CH:15]=2)[CH2:10][CH2:9]1)=O)(C)(C)C.Cl>C(O)C>[F:35][C:30]1[CH:31]=[CH:32][CH:33]=[CH:34][C:29]=1[S:26]([N:19]1[C:18]2[CH:17]=[CH:16][CH:15]=[C:14]([N:11]3[CH2:10][CH2:9][NH:8][CH2:13][CH2:12]3)[C:23]=2[O:22][C:21]([CH3:25])([CH3:24])[CH2:20]1)(=[O:28])=[O:27]. Procedure details: 4-[4-(2-Fluoro-benzenesulfonyl)-2,2-dimethyl-3,4-dihydro-2H-benzo[1,4]oxazin-8-yl]-piperazine-1-carboxylic acid tert-butyl ester (470 mg, 0.93 mmol) was dissolved in 3 ml ethanol. To this solution was added 1 ml of 10% ethanolic hydrochloric acid solution. The mixture was heated at 100° C. (steam bath) for 15 minutes, and then cooled to room temperature at which time a white crystalline solid formed. The solid was collected by filtration and dried at 70° C. under vacuum to provide 160 mg of 4-(2... The reactants are [OH-].[Na+] (sodium hydroxide), OO (hydrogen peroxide), B1C2CCCC1CCC2 (9-BBN), B1C2CCCC1CCC2 (9-BBN), ice, ClC=1C=C(C=CC1)C(CN(S(=O)(=O)C1=CC=CC=C1)C)CC=C (N-(2-(3-chlorophenyl)pent-4-enyl)-N-methylbenzenesulfonamide). Solvent: C1CCOC1 (THF). Conditions: time 15 hour. The product is ClC=1C=C(C=CC1)C(CN(S(=O)(=O)C1=CC=CC=C1)C)CCCO (N-(2-(3-Chlorophenyl)-5-hydroxypentyl)-N-methylbenzenesulfonamide). The yield is 37.1%. RXN SMILES: B1C2CCCC1CCC2.[Cl:10][C:11]1[CH:12]=[C:13]([CH:17]([CH2:30][CH:31]=[CH2:32])[CH2:18][N:19]([CH3:29])[S:20]([C:23]2[CH:28]=[CH:27][CH:26]=[CH:25][CH:24]=2)(=[O:22])=[O:21])[CH:14]=[CH:15][CH:16]=1.[OH-:33].[Na+].OO>C1COCC1>[Cl:10][C:11]1[CH:12]=[C:13]([CH:17]([CH2:30][CH2:31][CH2:32][OH:33])[CH2:18][N:19]([CH3:29])[S:20]([C:23]2[CH:24]=[CH:25][CH:26]=[CH:27][CH:28]=2)(=[O:22])=[O:21])[CH:14]=[CH:15][CH:16]=1 |f:2.3|. Reported procedure: 9-BBN (119 mg, 0.488 mmol) was added in one portion to an ice cold solution of N-(2-(3-chlorophenyl)pent-4-enyl)-N-methylbenzenesulfonamide (100 mg, 0.286 mmol) in 1.0 mL of THF, and the mixture was allowed to warm to room temperature. After 15 h, an additional portion of 9-BBN (26 mg, 0.11 mmol) was added and stirring was continued for another 1 h. Aqueous 2.5 N sodium hydroxide solution (0.29 mL, 0.73 mmol) and aqueous 30% hydrogen peroxide solution (0.176 mL) were added and the mixture was st... The reactants are O=CC=1C=CC=C(F)C1. The reagents and catalysts are N1=CC=CC2=CC=CC(N)=C12, NC(C)(C)C, O1B(OC(C)(C)C1(C)C)B2OC(C)(C)C(O2)(C)C, O1BOC(C)(C)C1(C)C, C[OH2+].C[OH2+].C1CC=CCCC=C1.C1CC=CCCC=C1.[Ir].[Ir]. Solvent: O1CCCC1. Run at temperature 90 celsius, time 12 hour. The product is O=CC1=CC(F)=CC=C1B2OC(C)(C)C(O2)(C)C. Yield: 72.0%. The reactants are solid, Cl.Cl.Cl.O1COC2=C1C=CC=C2N2CCN(CC2)CC[C@@H]2CC[C@H](CC2)N (Trans-4-[2-(4-Benzo[1,3]dioxol-4-yl-piperazin-1-yl)-ethyl]-cyclohexylamine trihydrochloride), Cl.Cl.Cl.O1COC2=C1C=CC=C2N2CCN(CC2)CC[C@@H]2CC[C@H](CC2)N (Trans-4-[2-(4-Benzo[1,3]dioxol-4-yl-piperazin-1-yl)-ethyl]-cyclohexylamine trihydrochloride), O1COC2=C1C=CC(=C2)CC(=O)O (2-(benzo[d][1,3]dioxol-5-yl)acetic acid). Yields the product O1COC2=C1C=CC(=C2)CC(=O)N[C@@H]2CC[C@H](CC2)CCN2CCN(CC2)C2=CC=CC=1OCOC12 (2-Benzo[1,3]dioxol-5-yl-trans-N-{4-[2-(4-benzo[1,3]dioxol-4-yl-piperazin-1-yl)-ethyl]-cyclohexyl}-acetamide). Reaction SMILES: Cl.Cl.Cl.[O:4]1[C:8]2[CH:9]=[CH:10][CH:11]=[C:12]([N:13]3[CH2:18][CH2:17][N:16]([CH2:19][CH2:20][C@H:21]4[CH2:26][CH2:25][C@H:24]([NH2:27])[CH2:23][CH2:22]4)[CH2:15][CH2:14]3)[C:7]=2[O:6][CH2:5]1.[O:28]1[C:32]2[CH:33]=[CH:34][C:35]([CH2:37][C:38](O)=[O:39])=[CH:36][C:31]=2[O:30][CH2:29]1>>[O:28]1[C:32]2[CH:33]=[CH:34][C:35]([CH2:37][C:38]([NH:27][C@H:24]3[CH2:25][CH2:26][C@H:21]([CH2:20][CH2:19][N:16]4[CH2:17][CH2:18][N:13]([C:12]5[C:7]6[O:6][CH2:5][O:4][C:8]=6[CH:9]=[CH:10][CH:11]=5)[CH2:14][CH2:15]4)[CH2:22][CH2:23]3)=[O:39])=[CH:36][C:31]=2[O:30][CH2:29]1 |f:0.1.2.3|. Procedure details: The title compound, white solid (26 mg, 64.6%), MS (ISP) m/z=494.3 [(M+H)+], was prepared in accordance with the general method of example 1 from Trans-4-[2-(4-Benzo[1,3]dioxol-4-yl-piperazin-1-yl)-ethyl]-cyclohexylamine hydrochloride (Intermediate A) (30 mg, 81.5 mmol) and 2-(benzo[d][1,3]dioxol-5-yl)acetic acid. The reactants are C(C)OC(=O)C=1C(=C(C(=NC1)O)C(C)=O)NCCCC (3-acetyl-4-butylamino-2-hydroxypyridine-5-carboxylic acid ethyl ester), O.NN (hydrazine-hydrate). Run in C(C)(=O)O (acetic acid). The product is C(C)OC(=O)C=1C2=C(C(=NC1)O)C(=NN2)C (4-Hydroxy-3-methyl-1H-pyrazolo[4,3-c]pyridine-7-carboxylic acid ethyl ester). Reaction SMILES: [CH2:1]([O:3][C:4]([C:6]1[C:7]([NH:16]CCCC)=[C:8]([C:13](=O)[CH3:14])[C:9]([OH:12])=[N:10][CH:11]=1)=[O:5])[CH3:2].O.[NH2:22]N>C(O)(=O)C>[CH2:1]([O:3][C:4]([C:6]1[C:7]2[NH:16][N:22]=[C:13]([CH3:14])[C:8]=2[C:9]([OH:12])=[N:10][CH:11]=1)=[O:5])[CH3:2] |f:1.2|. Reported procedure: 8.4 g. of 3-acetyl-4-butylamino-2-hydroxypyridine-5-carboxylic acid ethyl ester (0.03 mol.) are dissolved in 20 ml. of acetic acid, 3 ml. of hydrazine-hydrate are added and the mixture is refluxed for 5 hours. After this time, the solvent is removed in vacuo and the crystalline precipitate of 4-hydroxy-3-methyl-1H-pyrazolo[4,3-c]pyridine-7-carboxylic acid ethyl ester is recrystallized from acetic acid, yield 5.1 g. (77%), m.p. 310°. The reactants are Cl.NC1=CC(=C(OC2=CC(=NC=C2)NCCN2CCOCC2)C=C1)F (4-(4-amino-2-fluorophenoxy)-N-(2-morpholinoethyl)pyridin-2-amine, hydrochloride salt), NC1=CC(=NC=N1)OC1=C(C=C(C=C1)NC(=S)NC(CC1=CC=C(C=C1)F)=O)F (1-(4-(6-Aminopyrimidin-4-yloxy)-3-fluorophenyl)-3-(2-(4-fluorophenyl)acetyl)thiourea), NC1=CC(=NC=N1)OC1=C(C=C(C=C1)NC(=S)NC(CC1=CC=C(C=C1)F)=O)F (1-(4-(6-Aminopyrimidin-4-yloxy)-3-fluorophenyl)-3-(2-(4-fluorophenyl)acetyl)thiourea), CN(C)C(=[N+](C)C)ON1C2=C(C=CC=C2)N=N1.[B-](F)(F)(F)F (TBTU), CCN(C(C)C)C(C)C (DIPEA), COC1=CC=C(CNC2=NC=CC(=N2)OC2=C(C=C(C=C2)NC(CC(=O)NC2=CC=C(C=C2)F)=O)F)C=C1 (N1-(4-(2-(4-Methoxybenzylamino)pyrimidin-4-yloxy)-3-fluorophenyl)-N3-(4-fluorophenyl)malonamide). Run in CN(C)C=O (DMF). Yields the product FC=1C=C(C=CC1OC1=CC(=NC=C1)NCCN1CCOCC1)NC(CC(=O)NC1=CC=C(C=C1)F)=O (N1-(3-Fluoro-4-(2-(2-morpholinoethylamino)pyridin-4-yloxy)phenyl)-N3-(4-fluorophenyl)malonamide). Yield: 40.0%. RXN SMILES: Cl.[NH2:2][C:3]1[CH:24]=[CH:23][C:6]([O:7][C:8]2[CH:13]=[CH:12][N:11]=[C:10]([NH:14][CH2:15][CH2:16][N:17]3[CH2:22][CH2:21][O:20][CH2:19][CH2:18]3)[CH:9]=2)=[C:5]([F:25])[CH:4]=1.NC1N=CN=C(OC2C=CC(NC(NC(=O)CC3C=CC(F)=CC=3)=S)=CC=2F)C=1.CN(C(ON1N=NC2C=CC=CC1=2)=[N+](C)C)C.[B-](F)(F)(F)F.CCN(C(C)C)C(C)C.COC1C=CC(CNC2N=C(OC3C=CC(N[C:108](=[O:120])[CH2:109][C:110]([NH:112][C:113]4[CH:118]=[CH:117][C:116]([F:119])=[CH:115][CH:114]=4)=[O:111])=CC=3F)C=CN=2)=CC=1>CN(C=O)C>[F:25][C:5]1[CH:4]=[C:3]([NH:2][C:108](=[O:120])[CH2:109][C:110]([NH:112][C:113]2[CH:118]=[CH:117][C:116]([F:119])=[CH:115][CH:114]=2)=[O:111])[CH:24]=[CH:23][C:6]=1[O:7][C:8]1[CH:13]=[CH:12][N:11]=[C:10]([NH:14][CH2:15][CH2:16][N:17]2[CH2:22][CH2:21][O:20][CH2:19][CH2:18]2)[CH:9]=1 |f:0.1,3.4|. Procedure details: The title compound was prepared from a mixture of 4-(4-amino-2-fluorophenoxy)-N-(2-morpholinoethyl)pyridin-2-amine, hydrochloride salt (15 mg, 0.043 mmol), 3-(4-fluorophenylamino)-3-oxopropanoic acid (Compound B of Example 1, 10 mg, 0.052 mmol), TBTU (17 mg, 0.052 mmol), DIPEA (30 μL), and DMF (1 mL) using a similar procedure described for the preparation of Compound C of Example 1. The crude product was purified by preparative HPLC (Shimadzu S5 VP-ODS 20×100 mm). The product obtained from HPLC ... Procedure details: In a manner analogous to that described in Example 12, 4.9 g of 5-acetyl-1-n-butyl-benzimidazole-2-methanol can be oxidised with 4.5 g of potassium permanganate to give 5-acetyl-1-n-butyl-benzimidazole-2-carboxylic acid with a melting point >75° (decomposition). The reactants are C(C)(=O)C1=CC2=C(N(C(=N2)CO)CCCC)C=C1 (5-acetyl-1-n-butyl-benzimidazole-2-methanol), [Mn](=O)(=O)(=O)[O-].[K+] (potassium permanganate). Product: C(C)(=O)C1=CC2=C(N(C(=N2)C(=O)O)CCCC)C=C1 (5-acetyl-1-n-butyl-benzimidazole-2-carboxylic acid). RXN SMILES: [C:1]([C:4]1[CH:18]=[CH:17][C:7]2[N:8]([CH2:13][CH2:14][CH2:15][CH3:16])[C:9]([CH2:11][OH:12])=[N:10][C:6]=2[CH:5]=1)(=[O:3])[CH3:2].[Mn]([O-])(=O)(=O)=[O:20].[K+]>>[C:1]([C:4]1[CH:18]=[CH:17][C:7]2[N:8]([CH2:13][CH2:14][CH2:15][CH3:16])[C:9]([C:11]([OH:20])=[O:12])=[N:10][C:6]=2[CH:5]=1)(=[O:3])[CH3:2] |f:1.2|. Reactants: O=C([O-])[O-], CN(C)C=O, CS(=O)(=O)c1ncccc1Cl, [Cs+], [Cs+], O, c1cc[nH]c1. Product: Clc1cccnc1-n1cccc1. RXN SMILES: [C:17](=[O:18])([O-:19])[O-:20].[CH3:23][N:24]([CH3:25])[CH:26]=[O:27].[Cl:6][c:7]1[c:8]([S:13]([CH3:14])(=[O:15])=[O:16])[n:9][cH:10][cH:11][cH:12]1.[Cs+:21].[Cs+:22].[OH2:28].[nH:1]1[cH:2][cH:3][cH:4][cH:5]1>>[n:1]1(-[c:8]2[c:7]([Cl:6])[cH:12][cH:11][cH:10][n:9]2)[cH:2][cH:3][cH:4][cH:5]1.